From a dataset of the Open Reaction Database (ORD), a public repository of structured organic reaction records. describe an organic reaction: reactants, conditions, products, and yield Starting materials: CO, CCOC(=O)N=NC(=O)OCC, C1CCOC1, O=S(=O)(c1ccccc1)C1CC2(c3ccccc3)NC1CCC21CC(c2cc(OC(F)(F)F)ccc2O)CO1, c1ccc(P(c2ccccc2)c2ccccc2)cc1. Yields the product COc1ccc(OC(F)(F)F)cc1C1COC2(CCC3NC2(c2ccccc2)CC3S(=O)(=O)c2ccccc2)C1. RXN SMILES: [CH3:71][OH:72].[O:40]=[C:41]([O:42][CH2:43][CH3:44])[N:45]=[N:46][C:47]([O:48][CH2:49][CH3:50])=[O:51].[O:73]1[CH2:74][CH2:75][CH2:76][CH2:77]1.[OH:1][c:2]1[c:3]([CH:13]2[CH2:14][C:15]3([C:16]4([c:32]5[cH:33][cH:34][cH:35][cH:36][cH:37]5)[CH2:17][CH:18]([S:23](=[O:24])(=[O:25])[c:26]5[cH:27][cH:28][cH:29][cH:30][cH:31]5)[CH:19]([CH2:20][CH2:21]3)[NH:22]4)[O:38][CH2:39]2)[cH:4][c:5]([O:8][C:9]([F:10])([F:11])[F:12])[cH:6][cH:7]1.[c:52]1([P:53]([c:54]2[cH:55][cH:56][cH:57][cH:58][cH:59]2)[c:60]2[cH:61][cH:62][cH:63][cH:64][cH:65]2)[cH:66][cH:67][cH:68][cH:69][cH:70]1>>[O:1]([c:2]1[c:3]([CH:13]2[CH2:14][C:15]3([C:16]4([c:32]5[cH:33][cH:34][cH:35][cH:36][cH:37]5)[CH2:17][CH:18]([S:23](=[O:24])(=[O:25])[c:26]5[cH:27][cH:28][cH:29][cH:30][cH:31]5)[CH:19]([CH2:20][CH2:21]3)[NH:22]4)[O:38][CH2:39]2)[cH:4][c:5]([O:8][C:9]([F:10])([F:11])[F:12])[cH:6][cH:7]1)[CH3:41].